From a dataset of the Open Reaction Database (ORD), a public repository of structured organic reaction records. describe an organic reaction: reactants, conditions, products, and yield Starting materials: FC1=C(C=CC=C1OC(F)(F)F)C1CCN(CC1)CCC (4-[2-fluoro-3-(trifluoromethoxy)phenyl]-1-propylpiperidine), C[O-].[Na+] (sodium methoxide), O (Water), C(C)(=O)OCC (ethyl acetate). Run in CN(C=O)C (N,N-dimethylformamide), CO (methanol). Reaction conditions: temperature 150 celsius. Yields the product COC1=C(C=CC=C1OC(F)(F)F)C1CCN(CC1)CCC (4-[2-METHOXY-3-(TRIFLUOROMETHOXY)PHENYL]-1-PROPYLPIPERIDINE). RXN SMILES: F[C:2]1[C:7]([O:8][C:9]([F:12])([F:11])[F:10])=[CH:6][CH:5]=[CH:4][C:3]=1[CH:13]1[CH2:18][CH2:17][N:16]([CH2:19][CH2:20][CH3:21])[CH2:15][CH2:14]1.C[O-].[Na+].O.[C:26](OCC)(=[O:28])C>CN(C)C=O.CO>[CH3:26][O:28][C:2]1[C:7]([O:8][C:9]([F:12])([F:11])[F:10])=[CH:6][CH:5]=[CH:4][C:3]=1[CH:13]1[CH2:18][CH2:17][N:16]([CH2:19][CH2:20][CH3:21])[CH2:15][CH2:14]1 |f:1.2|. Procedure: To a solution of 4-[2-fluoro-3-(trifluoromethoxy)phenyl]-1-propylpiperidine (1.92 g, 6.3 mmol) in N,N-dimethylformamide (20 ml) was added a solution of sodium methoxide in methanol (30%, 3 ml) and the mixture was heated to 150° C. for 1 h. Water (50 ml) and ethyl acetate (50 ml) was added and the phases were separated. The aqueous phase was extracted with ethyl acetate (2×50 ml) and the combined organic phases was dried (MgSO4) and evaporated under reduced pressure to give an oil. The residue wa... Reactants: O (Water), [H-].[Na+] (Sodium hydride), C(C1=CC=CC=C1)OC1=C(C=C(C=C1)C(C(F)(F)F)(C(F)(F)F)O)CCC (2-(4-benzyloxy-3-propylphenyl)-1,1,1,3,3,3-hexafluoropropan-2-ol), COCCl (chloromethyl methyl ether). The solvent is O1CCCC1 (tetrahydrofuran). Run at time 8 hour. Yields the product C(C1=CC=CC=C1)OC1=C(C=C(C=C1)C(C(F)(F)F)(C(F)(F)F)OCOC)CCC (4-[1,1,1,3,3,3-hexafluoro-2-(methoxymethyl)oxypropan-2-yl]-2-propylphenyl benzyl ether). Yield: 90.6%. Reaction SMILES: [H-].[Na+].[CH2:3]([O:10][C:11]1[CH:16]=[CH:15][C:14]([C:17]([OH:26])([C:22]([F:25])([F:24])[F:23])[C:18]([F:21])([F:20])[F:19])=[CH:13][C:12]=1[CH2:27][CH2:28][CH3:29])[C:4]1[CH:9]=[CH:8][CH:7]=[CH:6][CH:5]=1.[CH3:30][O:31][CH2:32]Cl.O>O1CCCC1>[CH2:3]([O:10][C:11]1[CH:16]=[CH:15][C:14]([C:17]([O:26][CH2:30][O:31][CH3:32])([C:18]([F:19])([F:20])[F:21])[C:22]([F:23])([F:24])[F:25])=[CH:13][C:12]=1[CH2:27][CH2:28][CH3:29])[C:4]1[CH:5]=[CH:6][CH:7]=[CH:8][CH:9]=1 |f:0.1|. Reported procedure: Sodium hydride (purity: 50%) (38.9 mg, 0.81 mmol) was added to a mixed solution of 2-(4-benzyloxy-3-propylphenyl)-1,1,1,3,3,3-hexafluoropropan-2-ol (264.0 mg, 0.67 mmol) in tetrahydrofuran (5 mL) under ice-cooling. Then, chloromethyl methyl ether (65.0 mg, 0.81 mmol) was added, followed by stirring overnight. Water was added to the reaction solution, followed by extraction with ethyl acetate. Then, the organic layer was washed with saturated saline, dried over anhydrous sodium sulfate and concen... The reactants are FC=1C=C(C=CC1)SCC(C(C(=O)OC)NC(C1=C(C=C(C=C1)F)C(F)(F)F)=O)O (Methyl 4-(3-fluorophenylsulfanyl)-2-(4-fluoro-2-trifluoromethylbenzoylamino)-3-hydroxybutyrate), CN (methylamine). Run in CO (methanol). Reaction conditions: time 15 hour. The product is FC=1C=C(C=CC1)SCC(C(C(=O)NC)NC(C1=C(C=C(C=C1)F)C(F)(F)F)=O)O (4-(3-Fluorophenylsulfanyl)-2-(4-fluoro-2-trifluoromethylbenzoylamino)-3-hydroxy-N-methylbutyramide). As a reaction SMILES: [F:1][C:2]1[CH:3]=[C:4]([S:8][CH2:9][CH:10]([OH:30])[CH:11]([NH:16][C:17](=[O:29])[C:18]2[CH:23]=[CH:22][C:21]([F:24])=[CH:20][C:19]=2[C:25]([F:28])([F:27])[F:26])[C:12](OC)=[O:13])[CH:5]=[CH:6][CH:7]=1.[CH3:31][NH2:32]>CO>[F:1][C:2]1[CH:3]=[C:4]([S:8][CH2:9][CH:10]([OH:30])[CH:11]([NH:16][C:17](=[O:29])[C:18]2[CH:23]=[CH:22][C:21]([F:24])=[CH:20][C:19]=2[C:25]([F:28])([F:27])[F:26])[C:12]([NH:32][CH3:31])=[O:13])[CH:5]=[CH:6][CH:7]=1. Procedure details: 760 mg (about 1.5 mmol) of crude product from step 1.5 were dissolved in methanol. With gentle cooling, gaseous methylamine was then introduced for 30 min. The mixture was stirred at RT for 15 h. The solvents were then removed, the residue was stirred with MTBE and the precipitate was filtered off with suction. This gave 416 mg (62% of theory over 2 steps) of the title compound (4:1 diastereomer mixture) as a colorless solid of m.p. 172° C. Reactants: COc1ccccc1C(=O)c1cnc(NC2CCN(C(=O)OC(C)(C)C)CC2)nc1N, ClCCl, O=C(O)C(F)(F)F. Product: COc1ccccc1C(=O)c1cnc(NC2CCNCC2)nc1N. Reaction SMILES: [C:1]([O:2][C:3](=[O:4])[N:8]1[CH2:9][CH2:10][CH:11]([NH:14][c:15]2[n:16][cH:17][c:18]([C:22]([c:23]3[c:24]([O:29][CH3:30])[cH:25][cH:26][cH:27][cH:28]3)=[O:31])[c:19]([NH2:21])[n:20]2)[CH2:12][CH2:13]1)([CH3:5])([CH3:6])[CH3:7].[Cl:39][CH2:40][Cl:41].[OH:32][C:33]([C:34]([F:35])([F:36])[F:37])=[O:38]>>[NH:8]1[CH2:9][CH2:10][CH:11]([NH:14][c:15]2[n:16][cH:17][c:18]([C:22]([c:23]3[c:24]([O:29][CH3:30])[cH:25][cH:26][cH:27][cH:28]3)=[O:31])[c:19]([NH2:21])[n:20]2)[CH2:12][CH2:13]1. Reactants: CC=1C(=C(C(=C(O)C1)C)C)O (trimethylhydroquinone), CC(C)CCCC(C)CCCC(C)CCCC(C)(C=C)O (isophytol), Sc, CC=1C(=C(C(=C(O)C1)C)C)O (TMH), CC(C)CCCC(C)CCCC(C)CCCC(C)(C=C)O (isophytol), CCCCCC (n-hexane). Solvent: C1(=CC=CC=C1)C (toluene), C1(=CC=CC=C1)C (toluene). The product is CC1=C(C2=C(C(=C1O)C)CC[C@@](O2)(C)CCC[C@H](C)CCC[C@H](C)CCCC(C)C)C (α-Tocopherol). Yield: 93.0%. RXN SMILES: [CH3:1][C:2]1[C:3]([OH:11])=[C:4]([CH3:10])[C:5]([CH3:9])=[C:6]([CH:8]=1)O.[CH3:12][CH:13]([CH2:15][CH2:16][CH2:17][CH:18]([CH2:20][CH2:21][CH2:22][CH:23]([CH2:25][CH2:26][CH2:27][C:28]([OH:32])([CH:30]=[CH2:31])[CH3:29])[CH3:24])[CH3:19])[CH3:14].CCCCCC>C1(C)C=CC=CC=1>[CH3:10][C:4]1[C:3]([OH:11])=[C:2]([CH3:1])[C:8]2[CH2:31][CH2:30][C@:28]([CH2:27][CH2:26][CH2:25][C@@H:23]([CH2:22][CH2:21][CH2:20][C@@H:18]([CH2:17][CH2:16][CH2:15][CH:13]([CH3:12])[CH3:14])[CH3:19])[CH3:24])([CH3:29])[O:32][C:6]=2[C:5]=1[CH3:9]. Procedure details: Suspended in 1 ml of toluene were 200 mg (1.316 mmol) of trimethylhydroquinone (TMH) and 100 mg of Sc-Bent, followed by heating under reflux for 10 minutes under an argon gas stream. After a solution of 430 mg (1.45 mmol) of isophytol in 1 ml of toluene was added dropwise over 5 minutes under heating and reflux, TMH and isophytol were further reacted each other for 1 hour. The reaction liquid was cooled, to which 20 ml of n-hexane were added. The resulting mixture was filtered and then concentra... Reactants: C(C)OC(=O)N1CCC(CC1)NC1=C(C=CC=C1[N+](=O)[O-])C (1-Ethoxycarbonyl-4-[(2-methyl-6-nitrophenyl)amino]piperidine). The reagents and catalysts are [Ni] (Raney nickel). The solvent is O1CCCC1 (tetrahydrofuran), C(C)O (ethanol). Run at temperature 40 celsius, time 2 hour. Yields the product NC1=C(C(=CC=C1)C)NC1CCN(CC1)C(=O)OCC (4-[(2-Amino-6-methylphenyl)amino]-1-ethoxycarbonylpiperidine). The yield is 83.4%. Reaction SMILES: [CH2:1]([O:3][C:4]([N:6]1[CH2:11][CH2:10][CH:9]([NH:12][C:13]2[C:18]([N+:19]([O-])=O)=[CH:17][CH:16]=[CH:15][C:14]=2[CH3:22])[CH2:8][CH2:7]1)=[O:5])[CH3:2]>O1CCCC1.[Ni].C(O)C>[NH2:19][C:18]1[CH:17]=[CH:16][CH:15]=[C:14]([CH3:22])[C:13]=1[NH:12][CH:9]1[CH2:8][CH2:7][N:6]([C:4]([O:3][CH2:1][CH3:2])=[O:5])[CH2:11][CH2:10]1. Reported procedure: 1-Ethoxycarbonyl-4-[(2-methyl-6-nitrophenyl)amino]piperidine (38 mg) was dissolved in tetrahydrofuran (0.4 ml), added with a suspension of Raney nickel in ethanol (0.2 ml) and stirred at 40° C. for 2 hours under hydrogen gas atmosphere. After insoluble matters were removed, the solvent was evaporated under reduced pressure. The residue was purified by preparative thin layer silica gel column chromatography (developing solvent: hexane:ethyl acetate=2:1) to obtain (28.6 mg) of the title compound. ... Reactants: C1=CC(=CC(=C1)Cl)C(=O)OO (m-CPBA), CC1C(OCC(=C1)C)C1=C(C=NN1C)[N+](=O)[O-] (5-(3,5-dimethyl-3,6-dihydro-2H-pyran-2-yl)-1-methyl-4-nitro-pyrazole), C1=CC(=CC(=C1)Cl)C(=O)OO (m-CPBA). Run in C(Cl)Cl (DCM). Run at temperature 0 celsius, time 90 minute. Yields the product CC1C2OC2(COC1C1=C(C=NN1C)[N+](=O)[O-])C (5-(2,6-dimethyl-4,7-dioxabicyclo[4.1.0]heptan-3-yl)-1-methyl-4-nitro-pyrazole). RXN SMILES: [CH3:1][CH:2]1[CH:7]=[C:6]([CH3:8])[CH2:5][O:4][CH:3]1[C:9]1[N:13]([CH3:14])[N:12]=[CH:11][C:10]=1[N+:15]([O-:17])=[O:16].C1C=C(Cl)C=C(C(OO)=[O:26])C=1>C(Cl)Cl>[CH3:1][CH:2]1[CH:3]([C:9]2[N:13]([CH3:14])[N:12]=[CH:11][C:10]=2[N+:15]([O-:17])=[O:16])[O:4][CH2:5][C:6]2([CH3:8])[CH:7]1[O:26]2. Procedure details: To a solution of 5-(6-methoxy-3,5-dimethyl-3,6-dihydro-2H-pyran-2-yl)-1-methyl-4-nitro-pyrazole (100 mg, 0.38 mmol) in DCM (1 mL) cooled to −78° C. was added boron trifluoride diethyl etherate (0.14 mL, 1.13 mmol) and triethylsilane (0.36 mL), 2.68 mmol). After stirring at −78° C. for 1 hr, the reaction mixture was allowed to warm to room temperature and stirred for 18 hr. Saturated aqueous NaHCO3 (5 mL) and DCM (5 mL) were added and the organic layer was passed through a phase separation cartri...